This data is from the Open Reaction Database (ORD), a public repository of structured organic reaction records. The task is: describe an organic reaction: reactants, conditions, products, and yield Reactants: CCOC(=O)c1coc2c1C(=O)CC(c1ccccc1)C2, CCO, Cl, Cl, N=C(N)NN. The product is CCOC(=O)c1coc2c1C(=NNC(=N)N)CC(c1ccccc1)C2, Cl. As a reaction SMILES: [CH2:1]([CH3:2])[O:3][C:4](=[O:5])[c:6]1[cH:7][o:8][c:9]2[c:10]1[C:11](=[O:21])[CH2:12][CH:13]([c:15]1[cH:16][cH:17][cH:18][cH:19][cH:20]1)[CH2:14]2.[CH3:29][CH2:30][OH:31].[ClH:22].[ClH:28].[NH2:23][NH:24][C:25](=[NH:26])[NH2:27]>>[CH2:1]([CH3:2])[O:3][C:4](=[O:5])[c:6]1[cH:7][o:8][c:9]2[c:10]1[C:11](=[N:23][NH:24][C:25](=[NH:26])[NH2:27])[CH2:12][CH:13]([c:15]1[cH:16][cH:17][cH:18][cH:19][cH:20]1)[CH2:14]2.[ClH:22]. Starting materials: COC1=C(C=O)C(=C(C(=C1OC)OC)OC)C (2,3,4,5-Tetramethoxy-6-methylbenzaldehyde), C(CC(=O)O)(=O)O (malonic acid), N1CCCCC1 (piperidine). Run in N1=CC=CC=C1 (pyridine). Conditions: time 5 hour. Product: COC1(C=CC(=O)O)C(C(=C(C(=C1)C)OC)OC)OC (1,2,3,4-tetramethoxy-5-methylcinnamic acid). Yield: 69.8%. As a reaction SMILES: [CH3:1][O:2][C:3]1[C:10]([O:11][CH3:12])=[C:9]([O:13][CH3:14])[C:8]([O:15][CH3:16])=[C:7](C)[C:4]=1[CH:5]=O.[C:18](O)(=O)[CH2:19][C:20]([OH:22])=[O:21].N1CCCCC1>N1C=CC=CC=1>[CH3:16][O:15][C:8]1([CH:7]=[C:4]([CH3:5])[C:3]([O:2][CH3:1])=[C:10]([O:11][CH3:12])[CH:9]1[O:13][CH3:14])[CH:18]=[CH:19][C:20]([OH:22])=[O:21]. Procedure: 2,3,4,5-Tetramethoxy-6-methylbenzaldehyde (17.3 g, 72.1 mmol), malonic acid (22.5 g, 216 mmol) and piperidine (1.7 ml) were dissolved in pyridine (50 ml). The reaction was conducted for 5 hours, while the temperature was gradually raised from 50° C. to 100° C. The solvent was removed under reduced pressure. The residue was acidfified with 2 N hydrochloric acid, extracted and concentrated. Recrystallization of the product from ethyl acetate-isopropyl ether gave 1,2,3,4-tetramethoxy-5-methylcinnam... The reactants are CC(C)=CCBr, CS(C)=O, CC(=O)c1cc2c(cc1O)C(C)(C)CCC2(C)C. The product is CC(=O)c1cc2c(cc1OCC=C(C)C)C(C)(C)CCC2(C)C. RXN SMILES: [Br:19][CH2:20][CH:21]=[C:22]([CH3:23])[CH3:24].[CH3:25][S:26]([CH3:27])=[O:28].[OH:1][c:2]1[c:3]([C:16]([CH3:17])=[O:18])[cH:4][c:5]2[c:10]([cH:11]1)[C:9]([CH3:12])([CH3:13])[CH2:8][CH2:7][C:6]2([CH3:14])[CH3:15]>>[O:1]([c:2]1[c:3]([C:16]([CH3:17])=[O:18])[cH:4][c:5]2[c:10]([cH:11]1)[C:9]([CH3:12])([CH3:13])[CH2:8][CH2:7][C:6]2([CH3:14])[CH3:15])[CH2:20][CH:21]=[C:22]([CH3:23])[CH3:24]. The yield is 99.0%. RXN SMILES: [Cl:1][C:2]1[CH:18]=[CH:17][C:5]([O:6][CH2:7][C:8](=[O:16])[C:9]([CH2:14][CH3:15])([CH3:13])[CH2:10][CH2:11][Cl:12])=[CH:4][CH:3]=1.[Br:19]Br>C(Cl)(Cl)Cl>[Br:19][CH:7]([O:6][C:5]1[CH:4]=[CH:3][C:2]([Cl:1])=[CH:18][CH:17]=1)[C:8](=[O:16])[C:9]([CH2:14][CH3:15])([CH3:13])[CH2:10][CH2:11][Cl:12]. Conditions: time 30 minute. Yields the product BrC(C(C(CCCl)(C)CC)=O)OC1=CC=C(C=C1)Cl (1-bromo-1-(4-chlorophenoxy)-5-chloro-3-ethyl-3-methyl-2-pentanone). Starting materials: ClC1=CC=C(OCC(C(CCCl)(C)CC)=O)C=C1 (1-(4-chlorophenoxy)-5-chloro-3-ethyl-3-methyl-2-pentanone), BrBr (bromine). Procedure: 110 g (0.38 mole) of 1-(4-chlorophenoxy)-5-chloro-3-ethyl-3-methyl-2-pentanone are dissolved in 400 ml of chloroform. 60.8 g (0.38 mole) of bromine are added dropwise at room temperature such that the solution is always decolorized. The reaction mixture is then subsequently stirred at room temperature for 30 minutes and concentrated by distilling off the solvent. 138.5 g (99% of theory) of 1-bromo-1-(4-chlorophenoxy)-5-chloro-3-ethyl-3-methyl-2-pentanone of refractive index nD20 1.5250 are obtai... The solvent is C(Cl)(Cl)Cl (chloroform). Reactants: Cc1ccc(CN(CCC(=O)OC(C)(C)C)c2nc(C3CC(C)(C)CC(C)(C)C3)cs2)s1, [Na+], [OH-]. The product is Cc1ccc(CN(CCC(=O)O)c2nc(C3CC(C)(C)CC(C)(C)C3)cs2)s1. Reaction SMILES: [C:1]([CH3:2])([CH3:3])([CH3:4])[O:5][C:6]([CH2:7][CH2:8][N:9]([c:10]1[s:11][cH:12][c:13]([CH:15]2[CH2:16][C:17]([CH3:23])([CH3:24])[CH2:18][C:19]([CH3:21])([CH3:22])[CH2:20]2)[n:14]1)[CH2:25][c:26]1[s:27][c:28]([CH3:31])[cH:29][cH:30]1)=[O:32].[Na+:34].[OH-:33]>>[O:5]=[C:6]([CH2:7][CH2:8][N:9]([c:10]1[s:11][cH:12][c:13]([CH:15]2[CH2:16][C:17]([CH3:23])([CH3:24])[CH2:18][C:19]([CH3:21])([CH3:22])[CH2:20]2)[n:14]1)[CH2:25][c:26]1[s:27][c:28]([CH3:31])[cH:29][cH:30]1)[OH:32]. The product is OC1C2(CC3CC(CC1C3)C2)C(C=2NC=CN2)C2=CC=C(C#N)C=C2 (4-[2-hydroxy-adamant-1-yl-1-(imidazolyl)methyl]benzonitrile). Reaction SMILES: [NH:1]1[CH:5]=[CH:4][N:3]=[C:2]1[CH2:6][C:7]1[CH:14]=[CH:13][C:10]([C:11]#[N:12])=[CH:9][CH:8]=1.C([N-]C(C)C)(C)C.[Li+].[CH:23]12[CH2:32][CH:27]3[CH2:28][CH:29]([CH2:31][CH:25]([CH2:26]3)[C:24]1=[O:33])[CH2:30]2.O>O1CCCC1>[OH:33][CH:24]1[CH:23]2[CH2:32][CH:27]3[CH2:28][CH:29]([CH2:31][C:25]1([CH:6]([C:7]1[CH:14]=[CH:13][C:10]([C:11]#[N:12])=[CH:9][CH:8]=1)[C:2]1[NH:1][CH:5]=[CH:4][N:3]=1)[CH2:26]3)[CH2:30]2 |f:1.2|. The reactants are 4, C12C(C3CC(CC(C1)C3)C2)=O (2-adamantanone), N1C(=NC=C1)CC1=CC=C(C#N)C=C1 (4-[1-(imidazolyl)methyl]benzonitrile), solution, C(C)(C)[N-]C(C)C.[Li+] (lithium diisopropylamide), O (water). Run in O1CCCC1 (tetrahydrofuran), O1CCCC1 (tetrahydrofuran). Procedure details: 5.0 g of 4-[1-(imidazolyl)methyl]benzonitrile is dissolved in 100 ml of tetrahydrofuran and combined at -50° with 20 ml of 1.5-molar solution of lithium diisopropylamide in tetrahydrofuran, stirred for 0.5 hour at -60° combined With 4 3 g of 2-adamantanone, further stirred for 1 hour, and heated to 25°. Then water is added, the mixture is extracted three times with ethyl acetate, washed neutral with water, dried over sodium sulfate, and concentrated to dryness under vacuum, thus obtaining 6.66 g... Reaction conditions: time 0.5 hour.